This data is from the Open Reaction Database (ORD), a public repository of structured organic reaction records. The task is: describe an organic reaction: reactants, conditions, products, and yield Starting materials: CC(C(=O)CO)(C)NC(C1=CC(=CC(=C1)Cl)Cl)=O (N-(1',1'-dimethyl-3'-hydroxyacetonyl)-3,5-dichlorobenzamide), CI (Methyl iodide). Reagents/catalysts: [Ag]=O (silver oxide), [Ag]=O (silver oxide). The product is CC(C(=O)COC)(C)NC(C1=CC(=CC(=C1)Cl)Cl)=O (N-(1',1'-dimethyl-3'-methoxyacetonyl)-3,5-dichlorobenzamide). Reaction SMILES: [CH3:1][C:2]([NH:8][C:9](=[O:18])[C:10]1[CH:15]=[C:14]([Cl:16])[CH:13]=[C:12]([Cl:17])[CH:11]=1)([CH3:7])[C:3]([CH2:5][OH:6])=[O:4].[CH3:19]I>[Ag]=O>[CH3:7][C:2]([NH:8][C:9](=[O:18])[C:10]1[CH:15]=[C:14]([Cl:16])[CH:13]=[C:12]([Cl:17])[CH:11]=1)([CH3:1])[C:3]([CH2:5][O:6][CH3:19])=[O:4]. Reported procedure: Methyl iodide (30 ml) and freshly prepared silver oxide (0.77 gm, 0.003 m) were added to N-(1',1'-dimethyl-3'-hydroxyacetonyl)-3,5-dichlorobenzamide (0.08 gm, 0.003 m) (Example 45) and the reaction mixture was refluxed for about 10 hours. Then fresh silver oxide (0.7 gm) was added and the mixture was refluxed for another 2 hours. The inorganic salts were removed by filtration, the filter cake was washed with ether and the solvents were stripped off to obtain 0.5 gm of product after recrystalliza... Reactants: FC1=CC=C(C=C1)N1C=C(C(C2=CC(=CC=C12)C=O)=O)C(=O)OCC (Ethyl 1-(4-fluorophenyl)-6-formyl-4-oxo-1,4-dihydroquinoline-3-carboxylate), [BH4-].[Na+] (sodium borohydride). The solvent is C(C)O (ethanol), CCOC(=O)C (EtOAc). The product is FC1=CC=C(C=C1)N1C=C(C(C2=CC(=CC=C12)CO)=O)C(=O)OCC (Ethyl 1-(4-fluorophenyl)-6-(hydroxymethyl)-4-oxo-1,4-dihydroquinoline-3-carboxylate). The yield is 56.8%. As a reaction SMILES: [F:1][C:2]1[CH:7]=[CH:6][C:5]([N:8]2[C:17]3[C:12](=[CH:13][C:14]([CH:18]=[O:19])=[CH:15][CH:16]=3)[C:11](=[O:20])[C:10]([C:21]([O:23][CH2:24][CH3:25])=[O:22])=[CH:9]2)=[CH:4][CH:3]=1.[BH4-].[Na+]>C(O)C.CCOC(C)=O>[F:1][C:2]1[CH:3]=[CH:4][C:5]([N:8]2[C:17]3[C:12](=[CH:13][C:14]([CH2:18][OH:19])=[CH:15][CH:16]=3)[C:11](=[O:20])[C:10]([C:21]([O:23][CH2:24][CH3:25])=[O:22])=[CH:9]2)=[CH:6][CH:7]=1 |f:1.2|. Procedure: To compound H (335 mg, 0.99 mmol) in ethanol (5 mL) cooled to 0° C. was added sodium borohydride (18.7 mg, 0.49 mmol). After ten minutes, the reaction was diluted with EtOAc and washed well with water. The organic layer was dried (MgSO4), filtered and concentrated in vacuo. Purification by flash chromatography on silica gel afforded 192 mg (57%) of the title compound. 1H NMR (400 MHz, DMSO-d6) δ 8.44 (s, 1H), 8.25 (s, 1H), 7.76-7.72 (m, 2H), 7.61 (d, J=6 Hz, 1H), 7.54 (t, J=8.64, 8.68 Hz, 2H), 6... Reaction SMILES: [C:1]([CH3:2])(=[O:3])[OH:4].[CH2:5]([CH3:6])[c:7]1[c:8]([CH3:13])[n:9][c:10]([Cl:12])[s:11]1.[CH3:16][OH:17].[Na+:15].[OH-:14]>>[C:1]([CH3:2])(=[O:3])[OH:4].[cH:7]1[c:8]([CH3:13])[n:9][c:10]([Cl:12])[s:11]1. The product is CC(=O)O, Cc1csc(Cl)n1. Reactants: CC(=O)O, CCc1sc(Cl)nc1C, CO, [Na+], [OH-]. The reactants are CN1C=NC(=C1)S(=O)(=O)Cl (1-methyl-1H-imidazole-4-sulfonyl chloride), Cl.NCCOC1=CC=C2CCC(C(C2=C1)CC1=CC(=C(C=C1)Cl)Cl)NC(OCC)=O (Ethyl 7-(2-aminoethoxy)-1-(3,4-dichlorobenzyl)-1,2,3,4-tetrahydronaphthalen-2-ylcarbamate hydrochloride), O (H2O). The reagents and catalysts are CN(C)C=1C=CN=CC1 (DMAP). Run in C(Cl)Cl (CH2Cl2), C(Cl)Cl (CH2Cl2). Product: ClC=1C=C(CC2C(CCC3=CC=C(C=C23)OCCNS(=O)(=O)C=2N=CN(C2)C)NC(OCC)=O)C=CC1Cl (Ethyl 1-(3,4-dichlorobenzyl)-7-(2-(1-methyl-1H-imidazole-4-sulfonamido)ethoxy)-1,2,3,4-tetrahydronaphthalen-2-ylcarbamate). The yield is 75.1%. Reaction SMILES: Cl.[NH2:2][CH2:3][CH2:4][O:5][C:6]1[CH:15]=[C:14]2[C:9]([CH2:10][CH2:11][CH:12]([NH:25][C:26](=[O:30])[O:27][CH2:28][CH3:29])[CH:13]2[CH2:16][C:17]2[CH:22]=[CH:21][C:20]([Cl:23])=[C:19]([Cl:24])[CH:18]=2)=[CH:8][CH:7]=1.[CH3:31][N:32]1[CH:36]=[C:35]([S:37](Cl)(=[O:39])=[O:38])[N:34]=[CH:33]1.O>CN(C1C=CN=CC=1)C.C(Cl)Cl>[Cl:24][C:19]1[CH:18]=[C:17]([CH:22]=[CH:21][C:20]=1[Cl:23])[CH2:16][CH:13]1[C:14]2[C:9](=[CH:8][CH:7]=[C:6]([O:5][CH2:4][CH2:3][NH:2][S:37]([C:35]3[N:34]=[CH:33][N:32]([CH3:31])[CH:36]=3)(=[O:39])=[O:38])[CH:15]=2)[CH2:10][CH2:11][CH:12]1[NH:25][C:26](=[O:30])[O:27][CH2:28][CH3:29] |f:0.1|. Reported procedure: Ethyl 7-(2-aminoethoxy)-1-(3,4-dichlorobenzyl)-1,2,3,4-tetrahydronaphthalen-2-ylcarbamate hydrochloride (100 mg, 0.229 mmol) and DMAP (27.9 mg, 0.229 mmol) were dissolved in CH2Cl2 (15 ml) and 1-methyl-1H-imidazole-4-sulfonyl chloride (41.3 mg, 0.229 mmol) dissolved in CH2Cl2 (15 ml) was added. The reaction mixture was stirred over night at RT. After addition of H2O the phases were separated and the aqueous phase was extracted with CH2Cl2. The organic layer was washed with HCl (1N), NaHCO3 solut... Reactants: S1C=C(C=C1)CNC1CCN(CC1)C(CCNC(=O)C=1C(=NC=NC1C)C)C (4,6-dimethyl-pyrimidine-5-carboxylic acid (3-{4-[(thiophen-3-ylmethyl)-amino]-piperidin-1-yl}-butyl)-amide), C(C)(C)(C)OC(=O)N1CCC(CC1)CC(=O)O (4-carboxymethyl-piperidine-1-carboxylic acid tert-butyl ester), CCN=C=NCCCN(C)C (EDCI), C=1C=CC2=C(C1)N=NN2O (HOBT), CCN(C(C)C)C(C)C (DIPEA). The solvent is C(Cl)Cl (CH2Cl2). The product is C(C)(C)(C)OC(=O)N1CCC(CC1)CC(N(CC1=CSC=C1)C1CCN(CC1)C(CCNC(=O)C=1C(=NC=NC1C)C)C)=O (4-{[(1-{3-[(4,6-dimethyl-pyrimidine-5-carbonyl)-amino]-1-methyl-propyl}-piperidin-4-yl)-thiophen-3-ylmethyl-carbamoyl]-methyl}-piperidine-1-carboxylic acid tert-butyl ester). The yield is 79.8%. Reaction SMILES: [S:1]1[CH:5]=[CH:4][C:3]([CH2:6][NH:7][CH:8]2[CH2:13][CH2:12][N:11]([CH:14]([CH3:28])[CH2:15][CH2:16][NH:17][C:18]([C:20]3[C:21]([CH3:27])=[N:22][CH:23]=[N:24][C:25]=3[CH3:26])=[O:19])[CH2:10][CH2:9]2)=[CH:2]1.[C:29]([O:33][C:34]([N:36]1[CH2:41][CH2:40][CH:39]([CH2:42][C:43](O)=[O:44])[CH2:38][CH2:37]1)=[O:35])([CH3:32])([CH3:31])[CH3:30].CCN=C=NCCCN(C)C.C1C=CC2N(O)N=NC=2C=1.CCN(C(C)C)C(C)C>C(Cl)Cl>[C:29]([O:33][C:34]([N:36]1[CH2:41][CH2:40][CH:39]([CH2:42][C:43](=[O:44])[N:7]([CH:8]2[CH2:9][CH2:10][N:11]([CH:14]([CH3:28])[CH2:15][CH2:16][NH:17][C:18]([C:20]3[C:25]([CH3:26])=[N:24][CH:23]=[N:22][C:21]=3[CH3:27])=[O:19])[CH2:12][CH2:13]2)[CH2:6][C:3]2[CH:4]=[CH:5][S:1][CH:2]=2)[CH2:38][CH2:37]1)=[O:35])([CH3:32])([CH3:31])[CH3:30]. Reported procedure: Following general procedure E: a solution of 4,6-dimethyl-pyrimidine-5-carboxylic acid (3-{4-[(thiophen-3-ylmethyl)-amino]-piperidin-1-yl}-butyl)-amide (41 mg, 0.1 mmol), 4-carboxymethyl-piperidine-1-carboxylic acid tert-butyl ester (50 mg, 0.22 mmol), EDCI (39 mg, 0.20 mmol), HOBT (27 mg, 0.20 mmol), and DIPEA (0.05 ml, 0.3 mmol) in CH2Cl2 (2 ml) was stirred overnight. Purification of the crude product by column chromatography on silica gel (CH2Cl2/MeOH, 9:1) afforded 4-{[(1-{3-[(4,6-dimethyl-p... Starting materials: C(C1=CC=CC=C1)OC=1C=C(C=CC1)CCCO[Si](C)(C)C(C)(C)C ({3-[3-(benzyloxy)phenyl]propoxy}(tert-butyl)dimethylsilane). Reagents/catalysts: [Pd] (palladium on carbon). Solvent: CO (MeOH). Reaction conditions: time 3 hour. Yields the product [Si](C)(C)(C(C)(C)C)OCCCC=1C=C(C=CC1)O (3-(3-{[tert-butyl(dimethyl)silyl]oxy}propyl)phenol). The yield is 82.1%. As a reaction SMILES: C([O:8][C:9]1[CH:10]=[C:11]([CH2:15][CH2:16][CH2:17][O:18][Si:19]([C:22]([CH3:25])([CH3:24])[CH3:23])([CH3:21])[CH3:20])[CH:12]=[CH:13][CH:14]=1)C1C=CC=CC=1>CO.[Pd]>[Si:19]([O:18][CH2:17][CH2:16][CH2:15][C:11]1[CH:10]=[C:9]([OH:8])[CH:14]=[CH:13][CH:12]=1)([C:22]([CH3:25])([CH3:24])[CH3:23])([CH3:21])[CH3:20]. Reported procedure: To a solution of {3-[3-(benzyloxy)phenyl]propoxy}(tert-butyl)dimethylsilane (2.90 g) in MeOH (30 mL) was added 10% palladium on carbon (300 mg) and the mixture was stirred at ambient temperature for 3 hours under hydrogen atmosphere (3 atm). The mixture was filtered through a bed of Celite. The filtrate was evaporated in vacuo to afford 3-(3-{[tert-butyl(dimethyl)silyl]oxy}propyl)phenol (1.78 g) as a colorless oil. Reactants: N1(N=NN=C1)C1=CC=C(OCC=2N=C(SC2)C2CCNCC2)C=C1 (4-[4-(4-Tetrazol-1-yl-phenoxymethyl)-thiazol-2-yl]-piperidine), C([O-])([O-])=O.[K+].[K+] (potassium carbonate), N#CBr (cyanogen bromide). The solvent is C(Cl)(Cl)Cl (chloroform). Conditions: time 48 hour. Yields the product N1(N=NN=C1)C1=CC=C(OCC=2N=C(SC2)C2CCN(CC2)C#N)C=C1 (4-[4-(4-Tetrazol-1-yl-phenoxymethyl)-thiazol-2-yl]-piperidine-1-carbonitrile). Reaction SMILES: [N:1]1([C:6]2[CH:24]=[CH:23][C:9]([O:10][CH2:11][C:12]3[N:13]=[C:14]([CH:17]4[CH2:22][CH2:21][NH:20][CH2:19][CH2:18]4)[S:15][CH:16]=3)=[CH:8][CH:7]=2)[CH:5]=[N:4][N:3]=[N:2]1.C(=O)([O-])[O-].[K+].[K+].[N:31]#[C:32]Br>C(Cl)(Cl)Cl>[N:1]1([C:6]2[CH:7]=[CH:8][C:9]([O:10][CH2:11][C:12]3[N:13]=[C:14]([CH:17]4[CH2:18][CH2:19][N:20]([C:32]#[N:31])[CH2:21][CH2:22]4)[S:15][CH:16]=3)=[CH:23][CH:24]=2)[CH:5]=[N:4][N:3]=[N:2]1 |f:1.2.3|. Procedure: To a mixture of 4-[4-(4-Tetrazol-1-yl-phenoxymethyl)-thiazol-2-yl]-piperidine (1.00 g, 2.92 mmol) and potassium carbonate (1.5 g, 10.9 mmol) in chloroform (25 mL) was added cyanogen bromide (0.371 g, 3.5 mmol). The slurry was refluxed for 48 hours then stirred at room temperature for an additional 48 hours. The reaction was filtered through a pad of celite, concentrated and chromatographed on silica gel (1:1 Hexanes/EtOAc) to afford the desired compound. Starting materials: O=C1CCC(=O)N1Br, ClCCl, OCCCc1cc(Cl)cc(Cl)c1, c1ccc(P(c2ccccc2)c2ccccc2)cc1. Yields the product Clc1cc(Cl)cc(CCCBr)c1. RXN SMILES: [Br:32][N:33]1[C:34](=[O:35])[CH2:36][CH2:37][C:38]1=[O:39].[CH2:40]([Cl:41])[Cl:42].[Cl:1][c:2]1[cH:3][c:4]([CH2:9][CH2:10][CH2:11][OH:12])[cH:5][c:6]([Cl:8])[cH:7]1.[c:13]1([P:14]([c:15]2[cH:16][cH:17][cH:18][cH:19][cH:20]2)[c:21]2[cH:22][cH:23][cH:24][cH:25][cH:26]2)[cH:27][cH:28][cH:29][cH:30][cH:31]1>>[Cl:1][c:2]1[cH:3][c:4]([CH2:9][CH2:10][CH2:11][Br:32])[cH:5][c:6]([Cl:8])[cH:7]1.